Dataset: the Open Reaction Database (ORD), a public repository of structured organic reaction records. Task: describe an organic reaction: reactants, conditions, products, and yield Reactants: C(C)(C)(C)OC(=O)NC=1SC=C(N1)/C(/C(=O)N[C@H]1[C@H](NC1=O)CN1N=CC(=N1)C=O)=N/OC1(CC1)C(=O)OC(C1=CC=CC=C1)C1=CC=CC=C1 (benzhydryl 1-(((Z)-(1-(2-((tert-butoxycarbonyl)amino)thiazol-4-yl)-2-(((2R,3S)-2-((4-formyl-2H-1,2,3-triazol-2-yl)methyl)-4-oxoazetidin-3-yl)amino)-2-oxoethylidene)amino)oxy)cyclopropanecarboxylate), C(C)(C)(C)OC(NCCCN)=O (tert-butyl(3-aminopropyl)carbamate), [Na] (sodium). The solvent is ClCCCl (DCE), C(Cl)Cl (DCM). Conditions: time 16 hour. Product: C(C)(C)(C)OC(=O)NCCCNCC1=NN(N=C1)C[C@H]1NC([C@H]1NC(\C(\C=1N=C(SC1)NC(=O)OC(C)(C)C)=N/OC1(CC1)C(=O)OC(C1=CC=CC=C1)C1=CC=CC=C1)=O)=O (Benzhydryl 1-(((Z)-(2-(((2R,3S)-2-((4-(((3-((tert-butoxycarbonyl)amino)propyl)amino)methyl)-2H-1,2,3-triazol-2-yl)methyl)-4-oxoazetidin-3-yl)amino)-1-(2-((tert-butoxycarbonyl)amino)thiazol-4-yl)-2-oxoethylidene)amino)oxy)cyclopropanecarboxylate). RXN SMILES: [C:1]([O:5][C:6]([NH:8][C:9]1[S:10][CH:11]=[C:12](/[C:14](=[N:31]/[O:32][C:33]2([C:36]([O:38][CH:39]([C:46]3[CH:51]=[CH:50][CH:49]=[CH:48][CH:47]=3)[C:40]3[CH:45]=[CH:44][CH:43]=[CH:42][CH:41]=3)=[O:37])[CH2:35][CH2:34]2)/[C:15]([NH:17][C@@H:18]2[C:21](=[O:22])[NH:20][C@@H:19]2[CH2:23][N:24]2[N:28]=[C:27]([CH:29]=O)[CH:26]=[N:25]2)=[O:16])[N:13]=1)=[O:7])([CH3:4])([CH3:3])[CH3:2].[C:52]([O:56][C:57](=[O:63])[NH:58][CH2:59][CH2:60][CH2:61][NH2:62])([CH3:55])([CH3:54])[CH3:53].[Na]>ClCCCl.C(Cl)Cl>[C:52]([O:56][C:57]([NH:58][CH2:59][CH2:60][CH2:61][NH:62][CH2:29][C:27]1[CH:26]=[N:25][N:24]([CH2:23][C@@H:19]2[C@H:18]([NH:17][C:15](=[O:16])/[C:14](=[N:31]\[O:32][C:33]3([C:36]([O:38][CH:39]([C:46]4[CH:47]=[CH:48][CH:49]=[CH:50][CH:51]=4)[C:40]4[CH:45]=[CH:44][CH:43]=[CH:42][CH:41]=4)=[O:37])[CH2:34][CH2:35]3)/[C:12]3[N:13]=[C:9]([NH:8][C:6]([O:5][C:1]([CH3:4])([CH3:2])[CH3:3])=[O:7])[S:10][CH:11]=3)[C:21](=[O:22])[NH:20]2)[N:28]=1)=[O:63])([CH3:55])([CH3:53])[CH3:54] |^1:63|. Reported procedure: To a solution of benzhydryl 1-(((Z)-(1-(2-((tert-butoxycarbonyl)amino)thiazol-4-yl)-2-(((2R,3S)-2-((4-formyl-2H-1,2,3-triazol-2-yl)methyl)-4-oxoazetidin-3-yl)amino)-2-oxoethylidene)amino)oxy)cyclopropanecarboxylate (370 mg, 0.52 mmol) in DCE (4 mL) at 0° C. was added tert-butyl(3-aminopropyl)carbamate (180 mg, 1.04 mmol) and sodium triacetoxyhydroborate (165 mg, 0.78 mmol) sequentially. After stirring at rt for 16 h, the reaction mixture was diluted with DCM, washed with saturated NaHCO3 (aq), b... Reactants: ClC(Cl)Cl, O=C(OO)c1cccc(Cl)c1, CSC1CCC2C3CCC4=CC(=O)C=CC4(C)C3(F)C(O)CC12C. Product: CS(=O)C1CCC2C3CCC4=CC(=O)C=CC4(C)C3(F)C(O)CC21C. RXN SMILES: [CH:36]([Cl:37])([Cl:38])[Cl:39].[Cl:25][c:26]1[cH:27][cH:28][cH:29][c:30]([C:31]([O:32][OH:34])=[O:33])[cH:35]1.[F:1][C:2]12[C:3]3([CH3:24])[CH:4]=[CH:5][C:6](=[O:23])[CH:7]=[C:8]3[CH2:9][CH2:10][CH:11]1[CH:12]1[CH2:13][CH2:14][CH:15]([S:21][CH3:22])[C:16]1([CH3:17])[CH2:18][CH:19]2[OH:20]>>[F:1][C:2]12[C:3]3([CH3:24])[CH:4]=[CH:5][C:6](=[O:23])[CH:7]=[C:8]3[CH2:9][CH2:10][CH:11]1[CH:12]1[CH2:13][CH2:14][CH:15]([S:21]([CH3:22])=[O:33])[C:16]1([CH3:17])[CH2:18][CH:19]2[OH:20]. Procedure: To a stirred solution of 2-(4-(3-iodobenzyloxy)-2-methylphenethyl)-8-methylbenzo[f][1,7]naphthyridin-5-amine (1.0 equiv.) in triethyl phosphate (1.05 eq.) was added palladium acetate (0.08 eq.). The resulting reaction mixture was heated at 90° C. overnight. After the reaction was cooled down to room temperature, the residue was taken up in DCM (0.27 M) at 0° C., and was treated with TMSBr (11 equiv.). The reaction was warmed to room temperature over 2 hours, and then quenched with small amounts ... The solvent is C(Cl)Cl (DCM). Run at temperature 90 celsius. Starting materials: IC=1C=C(COC2=CC(=C(CCC=3C=NC4=C(N=C5C(=C4C3)C=CC(=C5)C)N)C=C2)C)C=CC1 (2-(4-(3-iodobenzyloxy)-2-methylphenethyl)-8-methylbenzo[f][1,7]naphthyridin-5-amine), P(=O)(OCC)(OCC)OCC (triethyl phosphate), C[Si](C)(C)Br (TMSBr). Yields the product NC1=NC2=C(C=3C=C(C=NC13)CCC1=C(C=C(OCC=3C=C(C=CC3)P(O)(O)=O)C=C1)C)C=CC(=C2)C (3-((4-(2-(5-amino-8-methylbenzo[f][1,7]naphthyridin-2-yl)ethyl)-3-methylphenoxy)methyl)phenylphosphonic acid). The reagents and catalysts are C(C)(=O)[O-].[Pd+2].C(C)(=O)[O-] (palladium acetate). RXN SMILES: I[C:2]1[CH:3]=[C:4]([CH:32]=[CH:33][CH:34]=1)[CH2:5][O:6][C:7]1[CH:30]=[CH:29][C:10]([CH2:11][CH2:12][C:13]2[CH:14]=[N:15][C:16]3[C:21]([CH:22]=2)=[C:20]2[CH:23]=[CH:24][C:25]([CH3:27])=[CH:26][C:19]2=[N:18][C:17]=3[NH2:28])=[C:9]([CH3:31])[CH:8]=1.[P:35](OCC)([O:40]CC)([O:37]CC)=[O:36].C[Si](Br)(C)C>C(Cl)Cl.C([O-])(=O)C.[Pd+2].C([O-])(=O)C>[NH2:28][C:17]1[C:16]2[N:15]=[CH:14][C:13]([CH2:12][CH2:11][C:10]3[CH:29]=[CH:30][C:7]([O:6][CH2:5][C:4]4[CH:3]=[C:2]([P:35](=[O:36])([OH:40])[OH:37])[CH:34]=[CH:33][CH:32]=4)=[CH:8][C:9]=3[CH3:31])=[CH:22][C:21]=2[C:20]2[CH:23]=[CH:24][C:25]([CH3:27])=[CH:26][C:19]=2[N:18]=1 |f:4.5.6|. Procedure: In a 250 ml round bottom flask equipped with a magnetic stir bar and a reflex condenser were placed dry methanol (40 ml) and cooled in ice bath under argon atmosphere. To this stirred solution was added acetyl chloride (4.32 g, 55 mmol) followed by cis-4-hydroxy-D-proline 34 (5.00 g, 38.17 mmol). The resulting solution was heated at reflex for 7-8 h and cooled to room temperature. The solution was diluted with ether, and the resulting white solid was collected by suction, was with ether and drie... Yields the product C(=O)(OC)[C@@H]1NC[C@@H](C1)O ((2R,4R)-2-Carbomethoxy-4-hydroxypyrrolidine). Run in CCOCC (ether). Starting materials: CO (methanol), C(C)(=O)Cl (acetyl chloride), O[C@@H]1C[C@@H](NC1)C(=O)O (cis-4-hydroxy-D-proline). As a reaction SMILES: CO.[C:3](Cl)(=O)C.[OH:7][C@H:8]1[CH2:12][NH:11][C@@H:10]([C:13]([OH:15])=[O:14])[CH2:9]1>CCOCC>[C:13]([C@H:10]1[CH2:9][C@@H:8]([OH:7])[CH2:12][NH:11]1)([O:15][CH3:3])=[O:14]. The reactants are BrC1=C2C(=C(NC2=CC(=C1)F)C(=O)OC)SC1=CC=C(C=C1)Cl (Methyl 4-bromo-3-[(4-chlorophenyl)sulfanyl]-6-fluoro-1H-indole-2-carboxylate), [H-].[Na+] (NaH), BrCCCC(=O)OCC (ethyl 4-bromobutyrate). The reagents and catalysts are [I-].C(CCC)[N+](CCCC)(CCCC)CCCC (tetra-n-butylammonium iodide). The solvent is CN(C)C=O (DMF). Conditions: temperature 0 celsius, time 15 minute. Product: BrC1=C2C(=C(N(C2=CC(=C1)F)CCCC(=O)OCC)C(=O)OC)SC1=CC=C(C=C1)Cl (Methyl 4-bromo-3-[(4-chlorophenyl)sulfanyl]-1-(4-ethoxy-4-oxobutyl)-6-fluoro-1H-indole-2-carboxylate). Yield: 78.8%. As a reaction SMILES: [Br:1][C:2]1[CH:10]=[C:9]([F:11])[CH:8]=[C:7]2[C:3]=1[C:4]([S:16][C:17]1[CH:22]=[CH:21][C:20]([Cl:23])=[CH:19][CH:18]=1)=[C:5]([C:12]([O:14][CH3:15])=[O:13])[NH:6]2.[H-].[Na+].Br[CH2:27][CH2:28][CH2:29][C:30]([O:32][CH2:33][CH3:34])=[O:31]>CN(C=O)C.[I-].C([N+](CCCC)(CCCC)CCCC)CCC>[Br:1][C:2]1[CH:10]=[C:9]([F:11])[CH:8]=[C:7]2[C:3]=1[C:4]([S:16][C:17]1[CH:22]=[CH:21][C:20]([Cl:23])=[CH:19][CH:18]=1)=[C:5]([C:12]([O:14][CH3:15])=[O:13])[N:6]2[CH2:27][CH2:28][CH2:29][C:30]([O:32][CH2:33][CH3:34])=[O:31] |f:1.2,5.6|. Procedure details: To a solution of the indole of Step 1 (500 mg, 1.2 mmol) in DMF (10 mL) at 0° C. was added NaH (63 mg, 1.6 mmol, 60% in oil). The reaction mixture was stirred at 0° C. for 15 minutes and tetra-n-butylammonium iodide (300 mg) was added, followed by the addition of ethyl 4-bromobutyrate (360 mg, 1.8 mmol). The resulting mixture was stirred for 3 hours at r.t., quenched with saturated aqueous NH4Cl and extracted with EtOAc. The combined organic layers were washed with water and brine, dried over Na... Reported procedure: Suspend sodium hydride (48 mg, 2 mmol) in anhydrous dimethylformamide (2 mL), cool to 0° C. and place under a nitrogen atmosphere. Add, by dropwise addition, a solution 1,19-bis[(4-methylphenyl)sulfonyl]-6,14-bis(benzoyl)-1,6,14,19-tetraazanonadecane (78 mg, 1 mmol) in dimethylformamide (2 mL). Stir until evolution of hydrogen ceases. Add, by dropwise addition, a solution of benzylbromide (34 mg, 2 mmol) in dimethylformamide (2 mL). Stir overnight at room temperature then carefully quench with s... Conditions: temperature 0 celsius, time 8 hour. Product: C1(=CC=CC=C1)CN(CCCCN(CCCCCCCN(CCCCN(S(=O)(=O)C1=CC=C(C=C1)C)CC1=CC=CC=C1)C(C1=CC=CC=C1)=O)C(C1=CC=CC=C1)=O)S(=O)(=O)C1=CC=C(C=C1)C (1,19-Bis[(phenyl)methyl]-1,19-bis[(4-methylphenyl)sulfonyl]-6,14-bis(benzoyl)-1,6,14,19-tetraazanonadecane). The solvent is CN(C=O)C (dimethylformamide), CN(C=O)C (dimethylformamide), CN(C=O)C (dimethylformamide). The reactants are [H-].[Na+] (sodium hydride), C(C1=CC=CC=C1)Br (benzylbromide), CC1=CC=C(C=C1)S(=O)(=O)NCCCCN(CCCCCCCN(CCCCNS(=O)(=O)C1=CC=C(C=C1)C)C(C1=CC=CC=C1)=O)C(C1=CC=CC=C1)=O (1,19-bis[(4-methylphenyl)sulfonyl]-6,14-bis(benzoyl)-1,6,14,19-tetraazanonadecane), [H][H] (hydrogen). As a reaction SMILES: [H-].[Na+].[CH3:3][C:4]1[CH:9]=[CH:8][C:7]([S:10]([NH:13][CH2:14][CH2:15][CH2:16][CH2:17][N:18]([C:50](=[O:57])[C:51]2[CH:56]=[CH:55][CH:54]=[CH:53][CH:52]=2)[CH2:19][CH2:20][CH2:21][CH2:22][CH2:23][CH2:24][CH2:25][N:26]([C:42](=[O:49])[C:43]2[CH:48]=[CH:47][CH:46]=[CH:45][CH:44]=2)[CH2:27][CH2:28][CH2:29][CH2:30][NH:31][S:32]([C:35]2[CH:40]=[CH:39][C:38]([CH3:41])=[CH:37][CH:36]=2)(=[O:34])=[O:33])(=[O:12])=[O:11])=[CH:6][CH:5]=1.[H][H].[CH2:60](Br)[C:61]1[CH:66]=[CH:65][CH:64]=[CH:63][CH:62]=1>CN(C)C=O>[C:61]1([CH2:60][N:31]([S:32]([C:35]2[CH:36]=[CH:37][C:38]([CH3:41])=[CH:39][CH:40]=2)(=[O:34])=[O:33])[CH2:30][CH2:29][CH2:28][CH2:27][N:26]([C:42](=[O:49])[C:43]2[CH:48]=[CH:47][CH:46]=[CH:45][CH:44]=2)[CH2:25][CH2:24][CH2:23][CH2:22][CH2:21][CH2:20][CH2:19][N:18]([C:50](=[O:57])[C:51]2[CH:56]=[CH:55][CH:54]=[CH:53][CH:52]=2)[CH2:17][CH2:16][CH2:15][CH2:14][N:13]([CH2:3][C:4]2[CH:9]=[CH:8][CH:7]=[CH:6][CH:5]=2)[S:10]([C:7]2[CH:6]=[CH:5][C:4]([CH3:3])=[CH:9][CH:8]=2)(=[O:11])=[O:12])[CH:66]=[CH:65][CH:64]=[CH:63][CH:62]=1 |f:0.1|.